From a dataset of the Open Reaction Database (ORD), a public repository of structured organic reaction records. describe an organic reaction: reactants, conditions, products, and yield Starting materials: OC1=C(C=CC=C1)C=1SC=C(N1)CC(=O)O (2-(2-Hydroxyphenyl)-4-thiazoleacetic Acid), 4d, [Li+].[OH-] (LiOH). Yields the product OC=1C=C(C=CC1)C=1SC=C(N1)CC(=O)O (2-(3 -Hydroxyphenyl)-4-thiazoleacetic Acid). Yield: 99.0%. RXN SMILES: O[C:2]1[CH:7]=[CH:6][CH:5]=[CH:4][C:3]=1[C:8]1[S:9][CH:10]=[C:11]([CH2:13][C:14]([OH:16])=[O:15])[N:12]=1.[Li+].[OH-:18]>>[OH:18][C:7]1[CH:2]=[C:3]([C:8]2[S:9][CH:10]=[C:11]([CH2:13][C:14]([OH:16])=[O:15])[N:12]=2)[CH:4]=[CH:5][CH:6]=1 |f:1.2|. Procedure: The procedure used for the preparation of 5a was repeated with 4d (1.84 g, 7.00 mmol) and 2N LiOH (14.0 mL) to provide 5d (1.63 g, 99%) as a white solid, which was recrystallized from EtOAc/toluene. mp 172.0°-174.0° C.; IR (KBr) 3500-2400 (br), 3336 (br), 1689, 1442, 1276, 1231 cm-1 1H NMR (DMSO-d6) δ3.72 (2H, s, CH2), 6.81 (1H, d, J=7.4 Hz, Ar), 7.19-7.30 (3H m, Ar), 7.43 (1H, s), 9.67 (1H), br, s, OH), 12.40 (1H, br, s, CO2H); FDMS m/z 236 M+ +1); Anal. Calcd for C11H9NO3S: C, 56.14; H, 3.86; ... The reactants are CCO, CCOC(=O)c1c(C=O)c(-c2cccs2)c2n1CCc1cc(OC)c(OC(C)C)cc1-2, [Na+], [OH-]. Yields the product COc1cc2c(cc1OC(C)C)-c1c(-c3cccs3)c(C=O)c(C(=O)O)n1CC2. As a reaction SMILES: [CH3:34][CH2:35][OH:36].[CH:1](=[O:2])[c:3]1[c:4](-[c:27]2[s:28][cH:29][cH:30][cH:31]2)[c:5]2[n:6]([c:21]1[C:22](=[O:23])[O:24][CH2:25][CH3:26])[CH2:7][CH2:8][c:9]1[cH:10][c:11]([O:19][CH3:20])[c:12]([O:15][CH:16]([CH3:17])[CH3:18])[cH:13][c:14]1-2.[Na+:33].[OH-:32]>>[CH:1](=[O:2])[c:3]1[c:4](-[c:27]2[s:28][cH:29][cH:30][cH:31]2)[c:5]2[n:6]([c:21]1[C:22](=[O:23])[OH:24])[CH2:7][CH2:8][c:9]1[cH:10][c:11]([O:19][CH3:20])[c:12]([O:15][CH:16]([CH3:17])[CH3:18])[cH:13][c:14]1-2. Yield: 99.1%. Reaction SMILES: ClC1C=CC(S(O[CH2:12][C@@H:13]2[O:19][C@@H:18]3[N:15]([C:16](=[O:20])[CH2:17]3)[CH2:14]2)(=O)=O)=CC=1.[N-:21]=[N+:22]=[N-:23].[Na+].CN(C=O)C>C(OCC)(=O)C>[N:21]([CH2:12][C@H:13]1[O:19][C@@H:18]2[N:15]([C:16](=[O:20])[CH2:17]2)[CH2:14]1)=[N+:22]=[N-:23] |f:1.2|. Reaction conditions: temperature 65 celsius, time 2 hour. Procedure: A mixture of (3R,5S)-3-(4-chlorobenzenesulfonyl)oxymethyl-4-oxa-1-azabicyclo [3,2,0] heptan-7-one (400 mg, 1.26 mmol), sodium azide (212 mg, 3.8 mmol) and DMF (5 ml) was stirred at 65° C. for 2 hrs. The resulting mixture was diluted with ethyl acetate, washed with water, brine, and dried over sodium sulfate. After removal of solvent, the residue was purified by silica gel column chromatography using hexane-ethyl acetate (2:1) as eluent and 210 mg of (3S,5S)-3-azidomethyl-4-oxa-1-azabicyclo [3,2,... The reactants are ClC1=CC=C(C=C1)S(=O)(=O)OC[C@H]1CN2C(C[C@@H]2O1)=O ((3R,5S)-3-(4-chlorobenzenesulfonyl)oxymethyl-4-oxa-1-azabicyclo [3,2,0] heptan-7-one), [N-]=[N+]=[N-].[Na+] (sodium azide), CN(C)C=O (DMF). The product is N(=[N+]=[N-])C[C@@H]1CN2C(C[C@@H]2O1)=O ((3S,5S)-3-azidomethyl-4-oxa-1-azabicyclo [3,2,0] heptan-7-one). Solvent: C(C)(=O)OCC (ethyl acetate). Starting materials: C=1(C=CC=C2C1C=CCCC2)C(=O)O (6,7-dihydro-5H-benzo[a]cycloheptene-1-carboxylic acid), Cl.C(C)N=C=NCCCN(C)C (1-ethyl-3-(3-dimethylaminopropyl)carbodiimide hydrochloride), O.ON1N=NC2=C1C=CC=C2 (1-hydroxybenzotriazole monohydrate), NC(C(O)C1=CC(=CC=C1)Cl)CC1=CC=C(C=C1)CC(C(F)(F)F)(F)F ((1RS,2SR)-2-amino-1-(3-chlorophenyl)-3-[4-(2,2,3,3,3-pentafluoropropyl)phenyl]-1-propanol). The solvent is C(C)(=O)OCC (ethyl acetate), C(O)([O-])=O.[Na+] (sodium hydrogen carbonate), O (water), [Cl-].[Na+].O (brine), CN(C=O)C (N,N-dimethylformamide). Conditions: time 8 hour. Product: FC(CC1=CC=C(CC(C(O)C2=CC(=CC=C2)Cl)NC(=O)C=2C=CC=C3C2C=CCCC3)C=C1)(C(F)(F)F)F (N-[(1RS,2SR)-1-[4-(2,2,3,3,3-pentafluoropropyl)benzyl]-2-(3-chlorophenyl)-2-hydroxyethyl]-6,7-dihydro-5H-benzo[a]cycloheptene-1-carboxamide). Yield: 66.0%. Reaction SMILES: [C:1]1([C:12]([OH:14])=O)[CH:2]=[CH:3][CH:4]=[C:5]2[CH2:11][CH2:10][CH2:9][CH:8]=[CH:7][C:6]=12.Cl.C(N=C=NCCCN(C)C)C.O.ON1C2C=CC=CC=2N=N1.[NH2:38][CH:39]([CH2:49][C:50]1[CH:55]=[CH:54][C:53]([CH2:56][C:57]([F:63])([F:62])[C:58]([F:61])([F:60])[F:59])=[CH:52][CH:51]=1)[CH:40]([C:42]1[CH:47]=[CH:46][CH:45]=[C:44]([Cl:48])[CH:43]=1)[OH:41]>CN(C)C=O.C(OCC)(=O)C.C(=O)([O-])O.[Na+].O.[Cl-].[Na+].O>[F:63][C:57]([F:62])([C:58]([F:59])([F:61])[F:60])[CH2:56][C:53]1[CH:54]=[CH:55][C:50]([CH2:49][CH:39]([NH:38][C:12]([C:1]2[CH:2]=[CH:3][CH:4]=[C:5]3[CH2:11][CH2:10][CH2:9][CH:8]=[CH:7][C:6]=23)=[O:14])[CH:40]([C:42]2[CH:47]=[CH:46][CH:45]=[C:44]([Cl:48])[CH:43]=2)[OH:41])=[CH:51][CH:52]=1 |f:1.2,3.4,8.9,11.12.13|. Procedure: To a solution of 6,7-dihydro-5H-benzo[a]cycloheptene-1-carboxylic acid (151 mg, 0.801 mmol) in N,N-dimethylformamide (5 ml) were added 1-ethyl-3-(3-dimethylaminopropyl)carbodiimide hydrochloride (154 g, 0.801 mmol) and 1-hydroxybenzotriazole monohydrate (123 mg, 0.801 mmol), and (1RS,2SR)-2-amino-1-(3-chlorophenyl)-3-[4-(2,2,3,3,3-pentafluoropropyl)phenyl]-1-propanol (0.30 g, 0.763 mmol) was finally added. The mixture was stirred at room temperature, overnight. The mixture was diluted with ethyl...